The task is: describe an organic reaction: reactants, conditions, products, and yield. This data is from the Open Reaction Database (ORD), a public repository of structured organic reaction records. As a reaction SMILES: [C:21](=[O:22])([O-:23])[O-:24].[CH2:14]([CH3:15])[NH:16][CH2:17][CH2:18][O:19][CH3:20].[CH3:27][CH2:28][O:29][C:30](=[O:31])[CH3:32].[CH3:33][c:34]1[cH:35][cH:36][cH:37][cH:38][cH:39]1.[F:1][c:2]1[c:3]([CH:4]=[O:5])[cH:6][c:7]([C:10]([F:11])([F:12])[F:13])[cH:8][cH:9]1.[K+:25].[K+:26]>>[c:2]1([N:16]([CH2:14][CH3:15])[CH2:17][CH2:18][O:19][CH3:20])[c:3]([CH:4]=[O:5])[cH:6][c:7]([C:10]([F:11])([F:12])[F:13])[cH:8][cH:9]1. The product is CCN(CCOC)c1ccc(C(F)(F)F)cc1C=O. Reactants: O=C([O-])[O-], CCNCCOC, CCOC(C)=O, Cc1ccccc1, O=Cc1cc(C(F)(F)F)ccc1F, [K+], [K+]. Starting materials: CCCCCCCCC=CCCCCCCCC(=O)Cl, CCCCCCCCCCCCCCCCCCN, O=CC(O)C(O)C(O)C(O)CF. Product: CCCCCCCCC=CCCCCCCCC(=O)N(CCCCCCCCCCCCCCCCCC)C1OC(CF)C(O)C(O)C1O. RXN SMILES: [C:32]([CH2:33][CH2:34][CH2:35][CH2:36][CH2:37][CH2:38][CH2:39][CH:40]=[CH:41][CH2:42][CH2:43][CH2:44][CH2:45][CH2:46][CH2:47][CH2:48][CH3:49])(=[O:50])[Cl:51].[CH2:13]([CH2:14][CH2:15][CH2:16][CH2:17][CH2:18][CH2:19][CH2:20][CH2:21][CH2:22][CH2:23][CH2:24][CH2:25][CH2:26][CH2:27][CH2:28][CH2:29][CH3:30])[NH2:31].[F:1][CH2:2][CH:3]([CH:4]([CH:5]([CH:6]([CH:7]=[O:8])[OH:9])[OH:10])[OH:11])[OH:12]>>[F:1][CH2:2][CH:3]1[CH:4]([OH:11])[CH:5]([OH:10])[CH:6]([OH:9])[CH:7]([N:31]([CH2:13][CH2:14][CH2:15][CH2:16][CH2:17][CH2:18][CH2:19][CH2:20][CH2:21][CH2:22][CH2:23][CH2:24][CH2:25][CH2:26][CH2:27][CH2:28][CH2:29][CH3:30])[C:32]([CH2:33][CH2:34][CH2:35][CH2:36][CH2:37][CH2:38][CH2:39][CH:40]=[CH:41][CH2:42][CH2:43][CH2:44][CH2:45][CH2:46][CH2:47][CH2:48][CH3:49])=[O:50])[O:12]1. The reactants are O=C(Cl)CF, Cc1ccc(Cl)cc1NC(=O)c1cc([N+](=O)[O-])ccc1N, c1ccncc1. Yields the product Cc1ccc(Cl)cc1NC(=O)c1cc([N+](=O)[O-])ccc1NC(=O)CF. As a reaction SMILES: [F:22][CH2:23][C:24](=[O:25])[Cl:26].[NH2:1][c:2]1[c:3]([C:4](=[O:5])[NH:6][c:7]2[c:8]([CH3:14])[cH:9][cH:10][c:11]([Cl:13])[cH:12]2)[cH:15][c:16]([N+:19](=[O:20])[O-:21])[cH:17][cH:18]1.[cH:27]1[cH:28][cH:29][n:30][cH:31][cH:32]1>>[NH:1]([c:2]1[c:3]([C:4](=[O:5])[NH:6][c:7]2[c:8]([CH3:14])[cH:9][cH:10][c:11]([Cl:13])[cH:12]2)[cH:15][c:16]([N+:19](=[O:20])[O-:21])[cH:17][cH:18]1)[C:24]([CH2:23][F:22])=[O:25]. Reaction SMILES: [CH3:3][c:4]1[c:5]([CH2:15][O:16][c:17]2[cH:18][cH:19][c:20]([CH2:21][O:22][N:23]=[C:24]([C:25](=[O:26])[O:27][CH2:28][CH3:29])[c:30]3[cH:31][n:32][cH:33][cH:34][cH:35]3)[cH:36][cH:37]2)[n:6][c:7](-[c:9]2[cH:10][cH:11][cH:12][cH:13][cH:14]2)[o:8]1.[ClH:38].[Na+:2].[O:39]1[CH2:40][CH2:41][CH2:42][CH2:43]1.[OH-:1]>>[CH3:3][c:4]1[c:5]([CH2:15][O:16][c:17]2[cH:18][cH:19][c:20]([CH2:21][O:22][N:23]=[C:24]([C:25](=[O:26])[OH:27])[c:30]3[cH:31][n:32][cH:33][cH:34][cH:35]3)[cH:36][cH:37]2)[n:6][c:7](-[c:9]2[cH:10][cH:11][cH:12][cH:13][cH:14]2)[o:8]1. Product: Cc1oc(-c2ccccc2)nc1COc1ccc(CON=C(C(=O)O)c2cccnc2)cc1. The reactants are CCOC(=O)C(=NOCc1ccc(OCc2nc(-c3ccccc3)oc2C)cc1)c1cccnc1, Cl, [Na+], C1CCOC1, [OH-]. The reactants are BrC1=C(SC2=[N+](C=C(C=C21)[N+](=O)[O-])[O-])S(=O)(=O)C2=CC(=CC(=C2)F)C#N (3-Bromo-2-(3-cyano-5-fluoro-benzenesulfonyl)-5-nitro-thieno[2,3-b]pyridin-N-oxide), C(Cl)(Cl)Cl (Chloroform). Reagents/catalysts: [Fe] (Fe). Solvent: C(C)(=O)O (acetic acid). Reaction conditions: temperature 65 celsius, time 60 minute. The product is NC=1C=C2C(=NC1)SC(=C2Br)S(=O)(=O)C2=CC(=CC(=C2)F)C#N (5-Amino 3-bromo-2-(3-cyano-5-fluoro-benzenesulfonyl)-thieno[2,3-b]pyridine). RXN SMILES: [Br:1][C:2]1[C:10]2[C:5](=[N+:6]([O-])[CH:7]=[C:8]([N+:11]([O-])=O)[CH:9]=2)[S:4][C:3]=1[S:15]([C:18]1[CH:23]=[C:22]([F:24])[CH:21]=[C:20]([C:25]#[N:26])[CH:19]=1)(=[O:17])=[O:16].C(Cl)(Cl)Cl>C(O)(=O)C.[Fe]>[NH2:11][C:8]1[CH:9]=[C:10]2[C:2]([Br:1])=[C:3]([S:15]([C:18]3[CH:23]=[C:22]([F:24])[CH:21]=[C:20]([C:25]#[N:26])[CH:19]=3)(=[O:16])=[O:17])[S:4][C:5]2=[N:6][CH:7]=1. Reported procedure: 3-Bromo-2-(3-cyano-5-fluoro-benzenesulfonyl)-5-nitro-thieno[2,3-b]pyridin-N-oxide (1.0 g, 2.18 mmol) was suspended in acetic acid (12 ml) and Fe powder was added (0.73 g, 13 mmol). The reaction mixture was stirred at 60-70° C. for 60 minutes. Chloroform (45 ml) was added and after filtration through celite the filtrate was evaporated, the crude residue was treated with methanol (3 ml). The product was filtered, washed with methanol. It was obtained (0.69 g, 76.7%) as a yellow powder. LC-MS: (M+H...